From a dataset of the Open Reaction Database (ORD), a public repository of structured organic reaction records. describe an organic reaction: reactants, conditions, products, and yield Reactants: [Cl-].[NH4+] (ammonium chloride), lithium diisopropylamide THF, C1COCCN1C2=CC=CC=C2C#N (2-(4-morpholino)benzonitrile), ClC=1C=CC(=C(C(=O)N(C)C)C1)C (5-Chloro-2,N,N-trimethylbenzamide). Run in C1CCOC1 (THF), C1CCOC1 (THF), C1CCOC1 (THF). Reaction conditions: temperature -78 celsius, time 30 minute. Product: ClC1=CC=C2C=C(NC(C2=C1)=O)C1=C(C=CC=C1)N1CCOCC1 (7-chloro-3-(2-morpholin-4-ylphenyl)-2H-isoquinolin-1-one). Isolated yield 87.0%. RXN SMILES: [Cl:1][C:2]1[CH:3]=[CH:4][C:5]([CH3:13])=[C:6]([CH:12]=1)[C:7]([N:9]([CH3:11])C)=[O:8].[CH2:14]1[N:19]([C:20]2[C:25](C#N)=[CH:24][CH:23]=[CH:22][CH:21]=2)[CH2:18][CH2:17][O:16][CH2:15]1.[Cl-].[NH4+]>C1COCC1>[Cl:1][C:2]1[CH:12]=[C:6]2[C:5]([CH:13]=[C:11]([C:21]3[CH:22]=[CH:23][CH:24]=[CH:25][C:20]=3[N:19]3[CH2:18][CH2:17][O:16][CH2:15][CH2:14]3)[NH:9][C:7]2=[O:8])=[CH:4][CH:3]=1 |f:2.3|. Reported procedure: 5.39 ml (9.69 mmol) of a 1.8 M lithium diisopropylamide THF solution was diluted with 10 ml of THF. Thereafter, 5 ml of a THF solution containing 383 mg (1.94 mmol) of the 5-chloro-2,N,N-trimethylbenzamide prepared in Step A of Example 80 was added dropwise to the diluted solution at −78° C. Thereafter, 5 ml of a THF solution containing 438 mg (2.33 mmol) of 2-(4-morpholino)benzonitrile was further added to the above mixture, and the obtained mixture was then stirred at −78° C. for 30 minutes. T...